This data is from the Open Reaction Database (ORD), a public repository of structured organic reaction records. The task is: describe an organic reaction: reactants, conditions, products, and yield The reactants are Cl (hydrochloride), NC1=C(C=C(C=C1C#N)C(CNC1CCCC1)=O)Br (4'-amino-3'-bromo-5'-cyano-2-cyclopentylamino-acetophenone). Yields the product NC1=C(C=C(C=C1C#N)C(CNC1CCCC1)O)Br (1-(4'-Amino-3'-bromo-5'-cyano-phenyl)-2-cyclopentylamino-ethanol). As a reaction SMILES: Cl.[NH2:2][C:3]1[C:8]([C:9]#[N:10])=[CH:7][C:6]([C:11](=[O:19])[CH2:12][NH:13][CH:14]2[CH2:18][CH2:17][CH2:16][CH2:15]2)=[CH:5][C:4]=1[Br:20]>>[NH2:2][C:3]1[C:8]([C:9]#[N:10])=[CH:7][C:6]([CH:11]([OH:19])[CH2:12][NH:13][CH:14]2[CH2:15][CH2:16][CH2:17][CH2:18]2)=[CH:5][C:4]=1[Br:20]. Reported procedure: m.p. of the hydrochloride: 177° C., was prepared from 4'-amino-3'-bromo-5'-cyano-2-cyclopentylamino-acetophenone analogous to Example 48. Reactants: [Al+3], COc1cccc(C(=O)N2CCC(CCN)CC2)c1, CCOC(C)=O, [H-], [H-], [H-], [H-], [Li+], [Mg+2], [Na+], O=S(=O)([O-])[O-], C1CCOC1, [OH-], O. Yields the product COc1cccc(CN2CCC(CCN)CC2)c1. Reaction SMILES: [Al+3:21].[CH3:1][O:2][c:3]1[cH:4][c:5]([C:6](=[O:7])[N:8]2[CH2:9][CH2:10][CH:11]([CH2:14][CH2:15][NH2:16])[CH2:12][CH2:13]2)[cH:17][cH:18][cH:19]1.[CH3:40][CH2:41][O:42][C:43](=[O:44])[CH3:45].[H-:20].[H-:23].[H-:24].[H-:25].[Li+:22].[Mg+2:28].[Na+:27].[O-:29][S:30](=[O:31])(=[O:32])[O-:33].[O:34]1[CH2:35][CH2:36][CH2:37][CH2:38]1.[OH-:26].[OH2:39]>>[CH3:1][O:2][c:3]1[cH:4][c:5]([CH2:6][N:8]2[CH2:9][CH2:10][CH:11]([CH2:14][CH2:15][NH2:16])[CH2:12][CH2:13]2)[cH:17][cH:18][cH:19]1. Starting materials: [C@H]12[C@H](NC[C@@H]2CCC1)CNC(=O)C1=C(N=C2SC=CN21)C (6-methyl-imidazo[2,1-b]thiazole-5-carboxylic acid-[(1S,2S,5R)-3-aza-bicyclo[3.3.0]oct-2-ylmethyl]-amide), ClC1=CC=C(C=C1)C1=C(N=C(S1)C)C(=O)O (5-(4-chloro-phenyl)-2-methyl-thiazole-4-carboxylic acid). Product: ClC1=CC=C(C=C1)C1=C(N=C(S1)C)C(=O)N1[C@@H]([C@H]2CCC[C@H]2C1)CNC(=O)C1=C(N=C2SC=CN21)C (6-Methyl-imidazo[2,1-b]thiazole-5-carboxylic acid-(1S,2S,5R)-{3-[5-(4-chloro-phenyl)-2-methyl-thiazole-4-carbonyl]-3-aza-bicyclo[3.3.0]oct-2-ylmethyl}-amide). Reaction SMILES: [C@H:1]12[CH2:8][CH2:7][CH2:6][C@H:5]1[CH2:4][NH:3][C@@H:2]2[CH2:9][NH:10][C:11]([C:13]1[N:20]2[C:16]([S:17][CH:18]=[CH:19]2)=[N:15][C:14]=1[CH3:21])=[O:12].[Cl:22][C:23]1[CH:28]=[CH:27][C:26]([C:29]2[S:33][C:32]([CH3:34])=[N:31][C:30]=2[C:35](O)=[O:36])=[CH:25][CH:24]=1>>[Cl:22][C:23]1[CH:24]=[CH:25][C:26]([C:29]2[S:33][C:32]([CH3:34])=[N:31][C:30]=2[C:35]([N:3]2[CH2:4][C@H:5]3[C@H:1]([CH2:8][CH2:7][CH2:6]3)[C@H:2]2[CH2:9][NH:10][C:11]([C:13]2[N:20]3[C:16]([S:17][CH:18]=[CH:19]3)=[N:15][C:14]=2[CH3:21])=[O:12])=[O:36])=[CH:27][CH:28]=1. Reported procedure: prepared by reaction of 6-methyl-imidazo[2,1-b]thiazole-5-carboxylic acid-[(1S,2S,5R)-3-aza-bicyclo[3.3.0]oct-2-ylmethyl]-amide with 5-(4-chloro-phenyl)-2-methyl-thiazole-4-carboxylic acid. The reactants are Fc1cc(Br)c2cn[nH]c2c1, CC(=O)[O-], CC(=O)[O-], OB(O)c1ccc(OCc2ccccc2)c(F)c1, ClCCl, [Cu+2], c1ccncc1. Product: Fc1cc(Br)c2cnn(-c3ccc(OCc4ccccc4)c(F)c3)c2c1. RXN SMILES: [Br:1][c:2]1[c:3]2[cH:4][n:5][nH:6][c:7]2[cH:8][c:9]([F:11])[cH:10]1.[C:39]([O-:40])(=[O:41])[CH3:42].[C:44]([O-:45])(=[O:46])[CH3:47].[CH2:12]([c:13]1[cH:14][cH:15][cH:16][cH:17][cH:18]1)[O:19][c:20]1[c:21]([F:29])[cH:22][c:23]([B:26]([OH:27])[OH:28])[cH:24][cH:25]1.[Cl:36][CH2:37][Cl:38].[Cu+2:43].[cH:30]1[cH:31][cH:32][n:33][cH:34][cH:35]1>>[Br:1][c:2]1[c:3]2[cH:4][n:5][n:6](-[c:23]3[cH:22][c:21]([F:29])[c:20]([O:19][CH2:12][c:13]4[cH:14][cH:15][cH:16][cH:17][cH:18]4)[cH:25][cH:24]3)[c:7]2[cH:8][c:9]([F:11])[cH:10]1.